This data is from the Open Reaction Database (ORD), a public repository of structured organic reaction records. The task is: describe an organic reaction: reactants, conditions, products, and yield Reactants: ClCCl, COC(=O)c1ccc(C)cc1Cl. Yields the product Cc1ccc(CO)c(Cl)c1. As a reaction SMILES: [Cl:13][CH2:14][Cl:15].[Cl:1][c:2]1[c:3]([C:4](=[O:5])[O:6][CH3:7])[cH:8][cH:9][c:10]([CH3:12])[cH:11]1>>[Cl:1][c:2]1[c:3]([CH2:4][OH:5])[cH:8][cH:9][c:10]([CH3:12])[cH:11]1. Starting materials: CC=1NC(=C(C(C1C(=O)OCC(C#N)C#N)C)C(=O)[O-])C (dicyanoethyl 1,4-dihydro-2,4,6-trimethyl-3,5-pyridinedicarboxylate), ( 1 ). The solvent is 12, CC(=O)C (acetone), [OH-].[Na+] (sodium hydroxide), O (water). Reaction conditions: time 2 hour. Yields the product CC=1NC(=C(C(C1C(=O)O)C)C(=O)O)C (1,4-dihydro- 2,4,6-trimethyl-3,5-pyridinedicarboxylic acid). Yield: 88.7%. As a reaction SMILES: [CH3:1][C:2]1[NH:3][C:4]([CH3:21])=[C:5]([C:18]([O-:20])=[O:19])[CH:6]([CH3:17])[C:7]=1[C:8]([O:10]CC(C#N)C#N)=[O:9]>CC(C)=O.[OH-].[Na+].O>[CH3:21][C:4]1[NH:3][C:2]([CH3:1])=[C:7]([C:8]([OH:10])=[O:9])[CH:6]([CH3:17])[C:5]=1[C:18]([OH:20])=[O:19] |f:2.3|. Procedure details: In 12 0 ml of acetone containing 240 ml of 1N sodium hydroxide was dissolved 12 . 7 g of the dicyanoethyl 1,4-dihydro-2,4,6-trimethyl-3,5-pyridinedicarboxylate obtained in (1) above, and the solution was stirred at a room temperature for 2 hours. After the reaction, the reaction mixture was diluted with 240 ml of water and washed twice with dichloromethane. The separated aqueous layer was rendered acidic (pH=1-2) with concentrated hydrochloric acid under ice-cooling and stirred for 3 hours- The ...